This data is from the Open Reaction Database (ORD), a public repository of structured organic reaction records. The task is: describe an organic reaction: reactants, conditions, products, and yield Starting materials: CC1(N(CCC1)C(=O)OC(C)(C)C)C(=O)OC (1-tert-butyl 2-methyl 2-methylpyrrolidine-1,2-dicarboxylate), CC(C)C[AlH]CC(C)C (DIBAL-H). Run in C1(=CC=CC=C1)C (toluene). Conditions: temperature -78 celsius, time 2 hour. Yields the product C(=O)C1(N(CCC1)C(=O)OC(C)(C)C)C (tert-butyl 2-formyl-2-methylpyrrolidine-1-carboxylate). The yield is 98.4%. Reaction SMILES: [CH3:1][C:2]1([C:14](OC)=[O:15])[CH2:6][CH2:5][CH2:4][N:3]1[C:7]([O:9][C:10]([CH3:13])([CH3:12])[CH3:11])=[O:8].CC(C[AlH]CC(C)C)C>C1(C)C=CC=CC=1>[CH:14]([C:2]1([CH3:1])[CH2:6][CH2:5][CH2:4][N:3]1[C:7]([O:9][C:10]([CH3:13])([CH3:12])[CH3:11])=[O:8])=[O:15]. Reported procedure: To a solution of 1-tert-butyl 2-methyl 2-methylpyrrolidine-1,2-dicarboxylate (3.5 g, 14.3 mmol) in toluene at −78° C. was added DIBAL-H (17.6 mL, 30 mmol, 1.7 M) dropwise, while maintaining the reaction temperature below −65° C. The reaction was stirred at −78° C. for 2 hr and then quenched with methanol (10 mL). The mixture was then diluted with ethyl acetate (50 mL), saturated NH4Cl was added and the mixture was stirred vigorously for 20 min at room temperature. The two phases were then separa... The reactants are C(C)(C)(C)OC(N[C@@H](CN1CCC(CC1)C(C1=CC=C(C=C1)F)=O)CC=1C=NC=CC1)=O ({(R)-2-[4-(4-fluoro-benzoyl)-piperidin-1-yl]-1-pyridin-3-ylmethyl-ethyl}-carbamic acid tert-butyl ester), FC(C(=O)O)(F)F (trifluoroacetic acid). The solvent is ClCCl (dichloromethane). Conditions: time 1 hour. Yields the product N[C@@H](CN1CCC(CC1)C(=O)C1=CC=C(C=C1)F)CC=1C=NC=CC1 ([1-((R)-2-amino-3-pyridin-3-yl-propyl)-piperidin-4-yl]-(4-fluoro-phenyl)-methanone). As a reaction SMILES: C(OC(=O)[NH:7][C@H:8]([CH2:25][C:26]1[CH:27]=[N:28][CH:29]=[CH:30][CH:31]=1)[CH2:9][N:10]1[CH2:15][CH2:14][CH:13]([C:16](=[O:24])[C:17]2[CH:22]=[CH:21][C:20]([F:23])=[CH:19][CH:18]=2)[CH2:12][CH2:11]1)(C)(C)C.FC(F)(F)C(O)=O>ClCCl>[NH2:7][C@H:8]([CH2:25][C:26]1[CH:27]=[N:28][CH:29]=[CH:30][CH:31]=1)[CH2:9][N:10]1[CH2:11][CH2:12][CH:13]([C:16]([C:17]2[CH:22]=[CH:21][C:20]([F:23])=[CH:19][CH:18]=2)=[O:24])[CH2:14][CH2:15]1. Procedure: To a solution of {(R)-2-[4-(4-fluoro-benzoyl)-piperidin-1-yl]-1-pyridin-3-ylmethyl-ethyl}-carbamic acid tert-butyl ester (0.149 g, 0.34 mmol) in dichloromethane (2 ml) is added trifluoroacetic acid (0.5 ml) and the reaction mixture stirred at ambient temperature for 1 hour. The reaction mixture is evaporated and the residue takeup in hydrochloric acid (1M), the solution basified with sodium hydroxide solution (4M) and the precipitate extracted into dichloromethane. The dichloromethane was dried ...